Dataset: the Open Reaction Database (ORD), a public repository of structured organic reaction records. Task: describe an organic reaction: reactants, conditions, products, and yield Starting materials: CCc1nc2cc(F)ccc2[n+]([O-])n1, CN(C)CCO, [Na], O. Yields the product CCc1nc2cc(OCCN(C)C)ccc2[n+]([O-])n1. As a reaction SMILES: [CH2:2]([CH3:3])[c:4]1[n:5][n+:6]([O-:15])[c:7]2[c:8]([n:9]1)[cH:10][c:11]([F:14])[cH:12][cH:13]2.[CH3:17][N:18]([CH3:19])[CH2:20][CH2:21][OH:22].[Na:1].[OH2:16]>>[CH2:2]([CH3:3])[c:4]1[n:5][n+:6]([O-:15])[c:7]2[c:8]([n:9]1)[cH:10][c:11]([O:22][CH2:21][CH2:20][N:18]([CH3:17])[CH3:19])[cH:12][cH:13]2. Starting materials: CNCCNC (N,N′-dimethylethylenediamine), CC1=C(C=CC(=C1)C)N1CCN(CC1)C(=O)C1=CC=C(C=C1)I ([4-(2,4-dimethylphenyl)piperazin-1-yl](4-iodophenyl)methanone), C(C)[C@H]1NS(CC1)(=O)=O ((R)-3-ethylisothiazolidine 1,1-dioxide), C([O-])([O-])=O.[K+].[K+] (potassium carbonate). Reaction SMILES: [CH3:1][C:2]1[CH:7]=[C:6]([CH3:8])[CH:5]=[CH:4][C:3]=1[N:9]1[CH2:14][CH2:13][N:12]([C:15]([C:17]2[CH:22]=[CH:21][C:20](I)=[CH:19][CH:18]=2)=[O:16])[CH2:11][CH2:10]1.[CH2:24]([C@@H:26]1[CH2:30][CH2:29][S:28](=[O:32])(=[O:31])[NH:27]1)[CH3:25].C(=O)([O-])[O-].[K+].[K+].CNCCNC>[Cu]I.O.C1(C)C=CC=CC=1>[CH3:1][C:2]1[CH:7]=[C:6]([CH3:8])[CH:5]=[CH:4][C:3]=1[N:9]1[CH2:14][CH2:13][N:12]([C:15]([C:17]2[CH:22]=[CH:21][C:20]([N:27]3[C@H:26]([CH2:24][CH3:25])[CH2:30][CH2:29][S:28]3(=[O:32])=[O:31])=[CH:19][CH:18]=2)=[O:16])[CH2:11][CH2:10]1 |f:2.3.4|. Isolated yield 31.7%. Solvent: C1(=CC=CC=C1)C (toluene), O (water). Reported procedure: To a mixture of [4-(2,4-dimethylphenyl)piperazin-1-yl](4-iodophenyl)methanone (420 mg) described in Preparation Example 108, (R)-3-ethylisothiazolidine 1,1-dioxide (150 mg) described in Preparation Example 3, potassium carbonate (276 mg) and copper(I) iodide (95 mg) were added toluene (3 mL) and N,N′-dimethylethylenediamine (110 μL), and the mixture was stirred with heating under reflux for 8 hr. The reaction mixture was cooled, water was added, and the mixture was extracted with ethyl acetate. ... Product: CC1=C(C=CC(=C1)C)N1CCN(CC1)C(=O)C1=CC=C(C=C1)N1S(CC[C@H]1CC)(=O)=O ((R)-[4-(2,4-dimethylphenyl)piperazin-1-yl][4-(3-ethyl-1,1-dioxo-1λ6-isothiazolidin-2-yl)phenyl]methanone). Reagents/catalysts: [Cu]I (copper(I) iodide). Solvent: CN(C)C=O (DMF). Run at time 2 hour. RXN SMILES: Cl[C:2]1[C:7]([N+:8]([O-:10])=[O:9])=[CH:6][N:5]=[C:4]2[NH:11][CH:12]=[CH:13][C:3]=12.[CH:14]1([NH2:20])[CH2:19][CH2:18][CH2:17][CH2:16][CH2:15]1>CN(C=O)C>[CH:14]1([NH:20][C:2]2[C:3]3[CH:13]=[CH:12][NH:11][C:4]=3[N:5]=[CH:6][C:7]=2[N+:8]([O-:10])=[O:9])[CH2:19][CH2:18][CH2:17][CH2:16][CH2:15]1. Product: C1(CCCCC1)NC=1C2=C(N=CC1[N+](=O)[O-])NC=C2 (N-cyclohexyl-5-nitro-1H-pyrrolo[2,3-b]pyridin-4-amine). Reactants: ClC1=C2C(=NC=C1[N+](=O)[O-])NC=C2 (4-chloro-5-nitro-1H-pyrrolo[2,3-b]pyridine), C1(CCCCC1)N (cyclohexylamine). Yield: 57.0%. Reported procedure: To a solution of 4-chloro-5-nitro-1H-pyrrolo[2,3-b]pyridine (0.182 g, 0.921 mmol) in DMF (5 mL) was added cyclohexylamine (0.55 g, 5.5 mmol). The reaction mixture was stirred at ambient temperature for about 2 h. The solvent was removed under reduced pressure and EtOAc (100 mL) and water (20 mL) were added. The layers were separated and the organic layer was washed with water (3×25 mL) and brine (20 mL), dried over anhydrous MgSO4, filtered, and concd to give N-cyclohexyl-5-nitro-1H-pyrrolo[2,3-...